describe an organic reaction: reactants, conditions, products, and yield From a dataset of the Open Reaction Database (ORD), a public repository of structured organic reaction records. Starting materials: CCOC(=O)c1cc2cccc(N3CCN(Cc4ccccc4)CC3)c2o1, CNC, C1CCOC1. Reaction SMILES: [CH2:1]([O:3][C:4](=[O:2])[c:6]1[o:7][c:8]2[c:9]([cH:10]1)[cH:11][cH:12][cH:13][c:14]2[N:15]1[CH2:16][CH2:17][N:18]([CH2:21][c:22]2[cH:23][cH:24][cH:25][cH:26][cH:27]2)[CH2:19][CH2:20]1)[CH3:5].[CH3:28][NH:29][CH3:30].[O:31]1[CH2:32][CH2:33][CH2:34][CH2:35]1>>[O:3]=[C:4]([c:6]1[o:7][c:8]2[c:9]([cH:10]1)[cH:11][cH:12][cH:13][c:14]2[N:15]1[CH2:16][CH2:17][N:18]([CH2:21][c:22]2[cH:23][cH:24][cH:25][cH:26][cH:27]2)[CH2:19][CH2:20]1)[N:29]([CH3:28])[CH3:30]. Yields the product CN(C)C(=O)c1cc2cccc(N3CCN(Cc4ccccc4)CC3)c2o1. Reactants: COC(=N)c1cccc(Cn2cc(-n3c(-c4cn(C)c5ccc(F)cc45)n[nH]c3=O)c3cc(F)ccc32)c1, Cl, [NH4+], [OH-]. Yields the product Cn1cc(-c2n[nH]c(=O)n2-c2cn(Cc3cccc(C(=N)N)c3)c3ccc(F)cc23)c2cc(F)ccc21, Cl. RXN SMILES: [CH3:2][O:3][C:4]([c:5]1[cH:6][c:7]([CH2:11][n:12]2[cH:13][c:14](-[n:22]3[c:23](-[c:28]4[cH:29][n:30]([CH3:38])[c:31]5[cH:32][cH:33][c:34]([F:37])[cH:35][c:36]45)[n:24][nH:25][c:26]3=[O:27])[c:15]3[cH:16][c:17]([F:21])[cH:18][cH:19][c:20]23)[cH:8][cH:9][cH:10]1)=[NH:39].[ClH:1].[NH4+:40].[OH-:41]>>[C:4]([c:5]1[cH:6][c:7]([CH2:11][n:12]2[cH:13][c:14](-[n:22]3[c:23](-[c:28]4[cH:29][n:30]([CH3:38])[c:31]5[cH:32][cH:33][c:34]([F:37])[cH:35][c:36]45)[n:24][nH:25][c:26]3=[O:27])[c:15]3[cH:16][c:17]([F:21])[cH:18][cH:19][c:20]23)[cH:8][cH:9][cH:10]1)(=[NH:39])[NH2:40].[ClH:1].